Task: describe an organic reaction: reactants, conditions, products, and yield. Dataset: the Open Reaction Database (ORD), a public repository of structured organic reaction records The reactants are CNC(=O)C(=NOC)c1ccccc1Oc1ccccc1, CC(=O)OC(C)=O, O, O=[N+]([O-])O. The product is CNC(=O)C(=NOC)c1cc([N+](=O)[O-])ccc1Oc1ccccc1. RXN SMILES: [CH3:1][NH:2][C:3]([C:4](=[N:5][O:6][CH3:7])[c:8]1[c:9]([O:14][c:15]2[cH:16][cH:17][cH:18][cH:19][cH:20]2)[cH:10][cH:11][cH:12][cH:13]1)=[O:21].[CH3:26][C:27]([O:28][C:29](=[O:30])[CH3:31])=[O:32].[OH2:33].[OH:22][N+:23]([O-:24])=[O:25]>>[CH3:1][NH:2][C:3]([C:4](=[N:5][O:6][CH3:7])[c:8]1[c:9]([O:14][c:15]2[cH:16][cH:17][cH:18][cH:19][cH:20]2)[cH:10][cH:11][c:12]([N+:23](=[O:22])[O-:24])[cH:13]1)=[O:21].